Dataset: the Open Reaction Database (ORD), a public repository of structured organic reaction records. Task: describe an organic reaction: reactants, conditions, products, and yield The reactants are N#CN (Cyanamide), C(C)(=O)OC(C(=O)C1=CC=CC2=CC=CC=C12)C(C)C (2-acetoxy-3-methyl-1-(naphth-1-yl)butan-1-one), Cl (hydrochloric acid), OC(C(=O)C1=CC=CC2=CC=CC=C12)C(C)C (2-hydroxy-3-methyl-1-naphthalen-1-yl-butan-1-one), OC(C(C(C)C)=O)C1=CC=CC2=CC=CC=C12 (1-hydroxy-3-methyl-1-naphthalen-1-yl-butan-2-one). Run in C(C)O (ethanol), IMS. Conditions: temperature 115 celsius. Product: NC=1OC(=C(N1)C(C)C)C1=CC=CC2=CC=CC=C12 (2-amino-4-isopropyl-5-(naphth-1-yl)oxazole). As a reaction SMILES: C(O[CH:5]([CH:18]([CH3:20])[CH3:19])[C:6]([C:8]1[C:17]2[C:12](=[CH:13][CH:14]=[CH:15][CH:16]=2)[CH:11]=[CH:10][CH:9]=1)=[O:7])(=O)C.Cl.OC(C(C)C)C(C1C2C(=CC=CC=2)C=CC=1)=O.OC(C1C2C(=CC=CC=2)C=CC=1)C(=O)C(C)C.[N:56]#[C:57][NH2:58]>C(O)C>[NH2:58][C:57]1[O:7][C:6]([C:8]2[C:17]3[C:12](=[CH:13][CH:14]=[CH:15][CH:16]=3)[CH:11]=[CH:10][CH:9]=2)=[C:5]([CH:18]([CH3:20])[CH3:19])[N:56]=1. Procedure details: A mixture of 2-acetoxy-3-methyl-1-(naphth-1-yl)butan-1-one (8.4 g), IMS (200 ml) and hydrochloric acid (1M; 100 ml) were boiled under reflux for 4 hours. The mixture was cooled, evaporated in vacuo and partitioned between dichloromethane and brine. The organic layer was separated, dried with sodium sulphate, filtered and evaporated in vacuo to afford a mixture of crude 2-hydroxy-3-methyl-1-naphthalen-1-yl-butan-1-one and 1-hydroxy-3-methyl-1-naphthalen-1-yl-butan-2-one (F) (7.4 g). Cyanamide (1.... The reactants are O (water), CC(CCOC=1C=C(C(=NO)N2N=CN=C2)C=CC1)(C)C (1-[3-(3,3-dimethylbutoxy)benzohydroximoyl]-1H-1,2,4-triazole), IC(C)C (2-iodopropane), [H-].[Na+] (sodium hydride). The solvent is CN(C=O)C (N,N-dimethylformamide). Conditions: temperature 80 celsius, time 20 minute. Product: C(C)(C)ON=C(C1=CC(=CC=C1)OCCC(C)(C)C)N1N=CN=C1 (1-[O-isopropyl-3-(3,3-dimethylbutoxy) benzohydroximoyl]-1H-1,2,4-triazole). Isolated yield 75.7%. RXN SMILES: [CH3:1][C:2]([CH3:21])([CH3:20])[CH2:3][CH2:4][O:5][C:6]1[CH:7]=[C:8]([CH:17]=[CH:18][CH:19]=1)[C:9]([N:12]1[CH:16]=[N:15][CH:14]=[N:13]1)=[N:10][OH:11].[H-].[Na+].I[CH:25]([CH3:27])[CH3:26].O>CN(C)C=O>[CH:25]([O:11][N:10]=[C:9]([N:12]1[CH:16]=[N:15][CH:14]=[N:13]1)[C:8]1[CH:17]=[CH:18][CH:19]=[C:6]([O:5][CH2:4][CH2:3][C:2]([CH3:21])([CH3:20])[CH3:1])[CH:7]=1)([CH3:27])[CH3:26] |f:1.2|. Reported procedure: To a solution of 1.6 g (5.6 mmol) of 1-[3-(3,3-dimethylbutoxy)benzohydroximoyl]-1H-1,2,4-triazole dissolved in 100 ml of N,N-dimethylformamide was added 0.16 g (6.7 mmol) of sodium hydride. The mixture was stirred for 20 minutes at 80° C. And then allowed to sit and cool naturally to about 50° C. To the mixture was added 1.1 g (6.5 mmol) of 2-iodopropane and stirred for 1 hour at about 50° C. The reaction mixture was allowed to sit and cool naturally to room temperature. The cooled mixture was p... Reactants: O=S(=O)(Cl)c1ccc(CBr)cc1, CCN(C(C)C)C(C)C, CC(C)(O)CN, C1CCOC1. Product: CC(C)(O)CNS(=O)(=O)c1ccc(CBr)cc1. RXN SMILES: [Br:1][CH2:2][c:3]1[cH:4][cH:5][c:6]([S:9](=[O:10])(=[O:11])[Cl:12])[cH:7][cH:8]1.[CH:19]([N:20]([CH2:21][CH3:22])[CH:23]([CH3:24])[CH3:25])([CH3:26])[CH3:27].[NH2:13][CH2:14][C:15]([CH3:16])([OH:17])[CH3:18].[O:28]1[CH2:29][CH2:30][CH2:31][CH2:32]1>>[Br:1][CH2:2][c:3]1[cH:4][cH:5][c:6]([S:9](=[O:10])(=[O:11])[NH:13][CH2:14][C:15]([CH3:16])([OH:17])[CH3:18])[cH:7][cH:8]1. Reported procedure: To a solution of 2-bromo-4-(1,3-dioxo-1,3-dihydro-isoindol-2-yloxymethyl)-benzoic acid methyl ester (0.40 g, 1.02 mmol) in methylene chloride (15 mL) cooled to 0° C. was added methyl hydrazine (0.087 g, 1.88 mmol). After a few minutes the ice bath was removed and the mixture was allowed to stir at room temperature for 2 hours. The mixture was filtered and the filtrate was concentrated under reduced pressure. The crude material was purified by flash chromatography through silica gel using ethyl a... Reaction SMILES: [CH3:1][O:2][C:3](=[O:24])[C:4]1[CH:9]=[CH:8][C:7]([C:10]([O:12][N:13]2C(=O)C3C(=CC=CC=3)C2)=O)=[CH:6][C:5]=1[Br:23].CNN>C(Cl)Cl>[CH3:1][O:2][C:3](=[O:24])[C:4]1[CH:9]=[CH:8][C:7]([CH2:10][O:12][NH2:13])=[CH:6][C:5]=1[Br:23]. Run in C(Cl)Cl (methylene chloride). Reactants: COC(C1=C(C=C(C=C1)C(=O)ON1CC2=CC=CC=C2C1=O)Br)=O (2-bromo-4-(1,3-dioxo-1,3-dihydro-isoindol-2-yloxymethyl)-benzoic acid methyl ester), CNN (methyl hydrazine). Reaction conditions: time 2 hour. The product is COC(C1=C(C=C(C=C1)CON)Br)=O (4-aminooxymethyl-2-bromo-benzoic acid methyl ester). Yield: 94.2%. Starting materials: ClC=1N=C(C2=C(N1)C=C(S2)CN2CCN(CC2)CC(=O)N(C)C)N2CCOCC2 (2-[4-(2-Chloro-4-morpholin-4-yl-thieno[3,2-d]pyrimidin-6-ylmethyl)-piperazin-1-yl]-N,N-dimethyl-acetamide), CC1(OB(OC1(C)C)C=1C=CC(=NC1)N)C (5-(4,4,5,5-tetramethyl-[1,3,2]dioxaborolan-2-yl)-pyridin-2-ylamine). Yields the product NC1=CC=C(C=N1)C=1N=C(C2=C(N1)C=C(S2)CN2CCN(CC2)CC(=O)N(C)C)N2CCOCC2 (2-(4-((2-(6-aminopyridin-3-yl)-4-morpholinothieno[3,2-d]pyrimidin-6-yl)methyl)piperazin-1-yl)-N,N-dimethylacetamide). RXN SMILES: Cl[C:2]1[N:3]=[C:4]([N:24]2[CH2:29][CH2:28][O:27][CH2:26][CH2:25]2)[C:5]2[S:10][C:9]([CH2:11][N:12]3[CH2:17][CH2:16][N:15]([CH2:18][C:19]([N:21]([CH3:23])[CH3:22])=[O:20])[CH2:14][CH2:13]3)=[CH:8][C:6]=2[N:7]=1.CC1(C)C(C)(C)OB([C:38]2[CH:39]=[CH:40][C:41]([NH2:44])=[N:42][CH:43]=2)O1>>[NH2:44][C:41]1[N:42]=[CH:43][C:38]([C:2]2[N:3]=[C:4]([N:24]3[CH2:29][CH2:28][O:27][CH2:26][CH2:25]3)[C:5]3[S:10][C:9]([CH2:11][N:12]4[CH2:17][CH2:16][N:15]([CH2:18][C:19]([N:21]([CH3:23])[CH3:22])=[O:20])[CH2:14][CH2:13]4)=[CH:8][C:6]=3[N:7]=2)=[CH:39][CH:40]=1. Reported procedure: 2-[4-(2-Chloro-4-morpholin-4-yl-thieno[3,2-d]pyrimidin-6-ylmethyl)-piperazin-1-yl]-N,N-dimethyl-acetamide was reacted with 5-(4,4,5,5-tetramethyl-[1,3,2]dioxaborolan-2-yl)-pyridin-2-ylamine in General Procedure A. Purification on silica yielded 163. NMR 400 MHz (CDCl3): 2.61 (8H, b, CH2), 2.94 (3H, s, CH3), 3.07 (3H, s, CH3), 3.19 (2H, s, CH2), 3.82 (2H, s, CH2), 3.87-3.89 (4H, m, CH2), 4.01-4.04 (4H, m, CH2), 4.60 (2H, s, CH2), 6.56 (1H, d (J=9.03), ar), 7.26 (1H, s, ar), 8.45 (1H, dd (J=8.45, ... Starting materials: Oc1ccc(Br)cc1, O=C([O-])[O-], N#Cc1ccc(F)cc1, [K+], [K+], CN(C)C=O. Yields the product N#Cc1ccc(Oc2ccc(Br)cc2)cc1. RXN SMILES: [Br:10][c:11]1[cH:12][cH:13][c:14]([OH:17])[cH:15][cH:16]1.[C:18](=[O:19])([O-:20])[O-:21].[F:1][c:2]1[cH:3][cH:4][c:5]([C:6]#[N:7])[cH:8][cH:9]1.[K+:22].[K+:23].[O:24]=[CH:25][N:26]([CH3:27])[CH3:28]>>[c:2]1([O:17][c:14]2[cH:13][cH:12][c:11]([Br:10])[cH:16][cH:15]2)[cH:3][cH:4][c:5]([C:6]#[N:7])[cH:8][cH:9]1. Reactants: C1CCOC1, CC(C)(C)O, C=Cc1ccc2c(c1)c(-c1c(F)cccc1F)nc1cnn(S(=O)(=O)N(C)C)c12, [O-][I+3]([O-])([O-])[O-], [Na+], O. Yields the product CN(C)S(=O)(=O)n1ncc2nc(-c3c(F)cccc3F)c3cc(C=O)ccc3c21. Reaction SMILES: [CH2:37]1[O:38][CH2:39][CH2:40][CH2:41]1.[CH3:42][C:43]([OH:44])([CH3:45])[CH3:46].[F:1][c:2]1[c:3](-[c:9]2[n:10][c:11]3[c:12]([c:13]4[cH:14][cH:15][c:16]([CH:19]=[CH2:20])[cH:17][c:18]24)[n:21]([S:24](=[O:25])(=[O:26])[N:27]([CH3:28])[CH3:29])[n:22][cH:23]3)[c:4]([F:8])[cH:5][cH:6][cH:7]1.[I+3:31]([O-:32])([O-:33])([O-:34])[O-:35].[Na+:36].[OH2:30]>>[F:1][c:2]1[c:3](-[c:9]2[n:10][c:11]3[c:12]([c:13]4[cH:14][cH:15][c:16]([CH:19]=[O:32])[cH:17][c:18]24)[n:21]([S:24](=[O:25])(=[O:26])[N:27]([CH3:28])[CH3:29])[n:22][cH:23]3)[c:4]([F:8])[cH:5][cH:6][cH:7]1.